Dataset: the Open Reaction Database (ORD), a public repository of structured organic reaction records. Task: describe an organic reaction: reactants, conditions, products, and yield The reactants are COC1=CC=C(C(C=O)=C1)O (5-methoxysalicylaldehyde), BrC1=CC=C(NS(=O)(=O)CC(=O)O)C=C1 (4-bromoanilinosulfonyl acetic acid). The solvent is C(C)(=O)O (acetic acid). The product is BrC1=CC=C(C=C1)NS(=O)(=O)C=1C(OC2=CC=C(C=C2C1)OC)=O (N-(4-Bromophenyl)-6-methoxy-2-oxo-2H-chromene-3-sulfonamide). As a reaction SMILES: [CH3:1][O:2][C:3]1[CH:10]=[C:7]([CH:8]=O)[C:6]([OH:11])=[CH:5][CH:4]=1.[Br:12][C:13]1[CH:26]=[CH:25][C:16]([NH:17][S:18]([CH2:21][C:22](O)=[O:23])(=[O:20])=[O:19])=[CH:15][CH:14]=1>C(O)(=O)C>[Br:12][C:13]1[CH:14]=[CH:15][C:16]([NH:17][S:18]([C:21]2[C:22](=[O:23])[O:11][C:6]3[C:7]([CH:8]=2)=[CH:10][C:3]([O:2][CH3:1])=[CH:4][CH:5]=3)(=[O:20])=[O:19])=[CH:25][CH:26]=1. Reported procedure: A solution of 5-methoxysalicylaldehyde (1 mmol) and 4-bromoanilinosulfonyl acetic acid (1 mmol) in acetic acid (10 mL) was subjected to the General Procedure 1, Method A to yield the title compound; m.p. 166-168° C. Reactants: COCC(CC(=O)OC)=O (methyl 4-methoxy-3-oxobutyrate), C(C)O (ethanol), Ru2Cl4((S)-Tol-BINAP)2. Run in CCN(CC)CC (NEt3). The product is COC[C@@H](CC(=O)OC)O (Methyl (R)-4-Methoxy-3-Hydroxybutyrate). The yield is 99.8%. As a reaction SMILES: [CH3:1][O:2][CH2:3][C:4](=[O:10])[CH2:5][C:6]([O:8][CH3:9])=[O:7].C(O)C>CCN(CC)CC>[CH3:1][O:2][CH2:3][C@H:4]([OH:10])[CH2:5][C:6]([O:8][CH3:9])=[O:7]. Procedure details: In a 10 liter autoclave were put 1473 g (10.08 mol) of methyl 4-methoxy-3-oxobutyrate, 2210 ml of ethanol, and 4.59 g (5.09 mmol) of Ru2Cl4((S)-Tol-BINAP)2.NEt3, and asymmetric hydrogenation was carried out at 100° C. under a hydrogen pressure of 4000 kPa for 4 hours (conversion: 100%). The solvent was removed by evaporation to yield 1490 g of the title compound as liquid. Starting materials: C(=O)=O (CO2), stainless steel, [OH-].[K+] (potassium hydroxide), CO (methanol), CO (methanol). The reagents and catalysts are [Cu].[Cr](=O)([O-])[O-] (copper chromite). Solvent: O (H2O). Yields the product C(=O)=O (CO2), C(=O)OC (methyl formate), COC (dimethyl ether). Isolated yield 0.1%. Reaction SMILES: [C:1](=[O:3])=[O:2].[OH-].[K+].[CH3:6]O>[Cu].[Cr]([O-])([O-])=O.O>[C:1](=[O:3])=[O:2].[CH:1]([O:3][CH3:6])=[O:2].[CH3:6][O:3][CH3:1] |f:1.2,4.5|. Reported procedure: Synthesis gas having an inlet composition of 66.6% H2, 33.3% CO and 0.1% CO2 was fed to a 300 cc. stainless steel autoclave charged with 3 gms. copper-chromite (containing 31 1% copper and 29% chromium), 0.48 gm. potassium hydroxide and 150 cc. methanol, reduced in situ using a stream of pure H2 flowing at 25 cc/min. for 16 hrs. at 170° C. Both catalysts were added separately in the powder form. The reactor was pressurized to 910 psig. and the temperature was adjusted to 150° C. Synthesis gas at...